From a dataset of the Open Reaction Database (ORD), a public repository of structured organic reaction records. describe an organic reaction: reactants, conditions, products, and yield Reactants: ClC=1N=C(C2=C(N1)C=C(S2)C=2C=NC(=CC2)F)N2CCOCC2 (2-chloro-6-(6-fluoropyridin-3-yl)-4-morpholinothieno[3,2-d]pyrimidine), ClC=1N=C(C2=C(N1)SC(=C2)C=2C=NC(=CC2)F)N2CCOCC2 (2-chloro-6-(6-fluoropyridin-3-yl)-4-morpholinothieno[2,3-d]pyrimidine), secondary amine, C(C)(C)N(CC)C(C)C (diisopropylethylamine). The solvent is CN1CCCC1 (N-methylpyrrolidine). Conditions: temperature 135 celsius. The product is ClC=1N=C(C2=C(N1)C=C(S2)C=2C=NC(=CC2)N)N2CCOCC2 (2-chloro-6-(6-aminopyridin-3-yl)-4-morpholinothieno[3,2-d]pyrimidine), ClC=1N=C(C2=C(N1)SC(=C2)C=2C=NC(=CC2)N)N2CCOCC2 (2-chloro-6-(6-aminopyridin-3-yl)-4-morpholinothieno[2,3-d]pyrimidine). RXN SMILES: [Cl:1][C:2]1[N:3]=[C:4]([N:18]2[CH2:23][CH2:22][O:21][CH2:20][CH2:19]2)[C:5]2[S:10][C:9]([C:11]3[CH:12]=[N:13][C:14](F)=[CH:15][CH:16]=3)=[CH:8][C:6]=2[N:7]=1.[Cl:24][C:25]1[N:26]=[C:27]([N:41]2[CH2:46][CH2:45][O:44][CH2:43][CH2:42]2)[C:28]2[CH:33]=[C:32]([C:34]3[CH:35]=[N:36][C:37](F)=[CH:38][CH:39]=3)[S:31][C:29]=2[N:30]=1.C([N:50](C(C)C)CC)(C)C>CN1CCCC1>[Cl:1][C:2]1[N:3]=[C:4]([N:18]2[CH2:23][CH2:22][O:21][CH2:20][CH2:19]2)[C:5]2[S:10][C:9]([C:11]3[CH:12]=[N:13][C:14]([NH2:26])=[CH:15][CH:16]=3)=[CH:8][C:6]=2[N:7]=1.[Cl:24][C:25]1[N:26]=[C:27]([N:41]2[CH2:46][CH2:45][O:44][CH2:43][CH2:42]2)[C:28]2[CH:33]=[C:32]([C:34]3[CH:35]=[N:36][C:37]([NH2:50])=[CH:38][CH:39]=3)[S:31][C:29]=2[N:30]=1. Procedure: A mixture of 2-chloro-6-(6-fluoropyridin-3-yl)-4-morpholinothieno[3,2-d]pyrimidine or 2-chloro-6-(6-fluoropyridin-3-yl)-4-morpholinothieno[2,3-d]pyrimidine compound, about four equivalents of a primary or secondary amine (R=H, C1-C12 alkyl, C2-C8 alkenyl, C2-C8 alkynyl, C3-C12 carbocyclyl, C2-C20 heterocyclyl, C6-C20 aryl, or C1-C20 heteroaryl), and about two eq. diisopropylethylamine in N-methylpyrrolidine (a 0.1M) is heated to about 130-140° C. in a sealed microwave reactor for 10-40 min, foll... Starting materials: C(C1=CC=CC=C1)ONC(=O)[C@@H](C\C=C\C1=CC=CC=C1)[C@H](C(=O)NNC[C@H](CC)C)CC(C)C ((E)-2(R)-[1(S)-(benzyloxycarbamoyl)-4-phenyl-3-butenyl]-4-methyl-2′-(2(S)-methylbutyl)valerohydrazide), N1(C=NC=C1)CC(=O)O (imidazole-1-acetic acid). Product: C(C1=CC=CC=C1)ONC(=O)[C@@H](C\C=C\C1=CC=CC=C1)[C@H](C(=O)NN(C[C@H](CC)C)C(CN1C=NC=C1)=O)CC(C)C ((E)-2(R)-[1(S)-(benzyloxycarbamoyl)-4-phenyl-3-butenyl]-2′-[2-(1H-imidazol-1-yl)acetyl]-4-methyl-2′-(2(S)-methylbutyl)valerohydrazide). RXN SMILES: [CH2:1]([O:8][NH:9][C:10]([C@H:12]([C@@H:22]([CH2:32][CH:33]([CH3:35])[CH3:34])[C:23]([NH:25][NH:26][CH2:27][C@@H:28]([CH3:31])[CH2:29][CH3:30])=[O:24])[CH2:13]/[CH:14]=[CH:15]/[C:16]1[CH:21]=[CH:20][CH:19]=[CH:18][CH:17]=1)=[O:11])[C:2]1[CH:7]=[CH:6][CH:5]=[CH:4][CH:3]=1.[N:36]1([CH2:41][C:42](O)=[O:43])[CH:40]=[CH:39][N:38]=[CH:37]1>>[CH2:1]([O:8][NH:9][C:10]([C@H:12]([C@@H:22]([CH2:32][CH:33]([CH3:34])[CH3:35])[C:23]([NH:25][N:26]([C:42](=[O:43])[CH2:41][N:36]1[CH:40]=[CH:39][N:38]=[CH:37]1)[CH2:27][C@@H:28]([CH3:31])[CH2:29][CH3:30])=[O:24])[CH2:13]/[CH:14]=[CH:15]/[C:16]1[CH:21]=[CH:20][CH:19]=[CH:18][CH:17]=1)=[O:11])[C:2]1[CH:3]=[CH:4][CH:5]=[CH:6][CH:7]=1. Procedure: In a manner analogous to that described in Example 8 from (E)-2(R)-[1(S)-(benzyloxycarbamoyl)-4-phenyl-3-butenyl]-4-methyl-2′-(2(S)-methylbutyl)valerohydrazide and using imidazole-1-acetic acid in place of N-tert-butoxycarbonyl-β-alanine in Example 8 there was obtained (E)-2(R)-[1(S)-(benzyloxycarbamoyl)-4-phenyl-3-butenyl]-2′-[2-(1H-imidazol-1-yl)acetyl]-4-methyl-2′-(2(S)-methylbutyl)valerohydrazide in the form of a gum. Yields the product CC=1SC(=C(C1CCl)C)Cl (2,4-dimethyl-3-chloromethyl-5-chloro-thiophene). Procedure details: 3.04 G. of 2,4-dimethyl-5-chloro-thiophene are dissolved in 60 ml. of acetic acid and 2.1 g. of formalin and 32 ml. of concentrated hydrochloric acid are added. The mixture is stirred at room temperature for 2 hours, then poured into ice water and extracted with hexane. The organic solution is washed with 5% sodium bicarbonate solution, dried, filtered and evaporated to yield 2,4-dimethyl-3-chloromethyl-5-chloro-thiophene. The reactants are CC=1SC(=C(C1)C)Cl (2,4-dimethyl-5-chloro-thiophene), ice water, C(C)(=O)O (acetic acid), C=O (formalin), Cl (hydrochloric acid). RXN SMILES: [CH3:1][C:2]1[S:3][C:4]([Cl:8])=[C:5](C)[CH:6]=1.C=O.[ClH:11].[C:12](O)(=O)[CH3:13]>>[CH3:1][C:2]1[S:3][C:4]([Cl:8])=[C:12]([CH3:13])[C:6]=1[CH2:5][Cl:11]. Reaction conditions: time 2 hour. The reactants are COC=1C=C(C(=O)O)C=C(C1OC)[N+](=O)[O-] (3,4-dimethoxy-5-nitrobenzoic acid), C(C(=O)Cl)(=O)Cl (oxalyl chloride), compound ( C ). Reagents/catalysts: CN(C=O)C (N,N-dimethylformamide). Run in ClCCl (dichloromethane). Run at time 1 hour. Yields the product Compound ( F ), COC=1C=C(C(=O)Cl)C=C(C1OC)[N+](=O)[O-] (3,4-dimethoxy-5-nitrobenzoyl chloride). As a reaction SMILES: [CH3:1][O:2][C:3]1[CH:4]=[C:5]([CH:9]=[C:10]([N+:14]([O-:16])=[O:15])[C:11]=1[O:12][CH3:13])[C:6](O)=[O:7].C(Cl)(=O)C([Cl:20])=O>ClCCl.CN(C)C=O>[CH3:1][O:2][C:3]1[CH:4]=[C:5]([CH:9]=[C:10]([N+:14]([O-:16])=[O:15])[C:11]=1[O:12][CH3:13])[C:6]([Cl:20])=[O:7]. Procedure details: Compound (F) was prepared as described in the procedure of compound (C). The 3,4-dimethoxy-5-nitrobenzoyl chloride was prepared by the reaction of 3,4-dimethoxy-5-nitrobenzoic acid (585 mg, 2.57 mmol) with oxalyl chloride (0.36 mL, 4.1 mmol) in dichloromethane using N,N-dimethylformamide as a catalyst. The resulting mixture was stirred at room temperature for 1 h, the volatile liquids were removed and the resulting acid chloride was used without further purification.